This data is from the Open Reaction Database (ORD), a public repository of structured organic reaction records. The task is: describe an organic reaction: reactants, conditions, products, and yield Procedure details: This compound was prepared according to the procedure of Example 97. A mixture of 1.8 g (0.01 mole) of 1-(4-methylphenyl)piperazine, 2.4 g (0.01 mole) of 4-chloro-1-(4-chlorophenoxy)-2-butanol, 5.2 g (0.05 mole) of anhydrous sodium carbonate and 0.1 g of potassium iodide in a total volume of 200 ml of 1-butanol gave a golden oil as residue. The hydrochloride was formed in 2-propanol saturated with hydrogen chloride and the collected solid was recrystallized from ethanol-water-ethyl ether to give... Solvent: CC(C)O (2-propanol), C(CCC)O (1-butanol). The reactants are CC1=CC=C(C=C1)N1CCNCC1 (1-(4-methylphenyl)piperazine), ClCCC(COC1=CC=C(C=C1)Cl)O (4-chloro-1-(4-chlorophenoxy)-2-butanol), C([O-])([O-])=O.[Na+].[Na+] (sodium carbonate), [I-].[K+] (potassium iodide). As a reaction SMILES: [CH3:1][C:2]1[CH:7]=[CH:6][C:5]([N:8]2[CH2:13][CH2:12][NH:11][CH2:10][CH2:9]2)=[CH:4][CH:3]=1.[Cl:14][CH2:15][CH2:16][CH:17]([OH:27])[CH2:18][O:19][C:20]1[CH:25]=[CH:24][C:23]([Cl:26])=[CH:22][CH:21]=1.C(=O)([O-])[O-:29].[Na+].[Na+].[I-].[K+]>CC(O)C.C(O)CCC>[OH2:19].[ClH:14].[Cl:26][C:23]1[CH:24]=[CH:25][C:20]([O:19][CH2:18][CH:17]([OH:27])[CH2:16][CH2:15][N:11]2[CH2:12][CH2:13][N:8]([C:5]3[CH:4]=[CH:3][C:2]([CH3:1])=[CH:7][CH:6]=3)[CH2:9][CH2:10]2)=[CH:21][CH:22]=1.[OH2:29].[OH2:19].[Cl:26][C:23]1[CH:24]=[CH:25][C:20]([O:19][CH2:18][CH:17]([OH:27])[CH2:16][CH2:15][N:11]2[CH2:12][CH2:13][N:8]([C:5]3[CH:4]=[CH:3][C:2]([CH3:1])=[CH:7][CH:6]=3)[CH2:9][CH2:10]2)=[CH:21][CH:22]=1.[ClH:14].[ClH:14] |f:2.3.4,5.6,9.10.11.12.13.14.15|. The product is O.Cl.ClC1=CC=C(OCC(CCN2CCN(CC2)C2=CC=C(C=C2)C)O)C=C1.O.O.ClC1=CC=C(OCC(CCN2CCN(CC2)C2=CC=C(C=C2)C)O)C=C1.Cl (1-(4-Chlorophenoxy)-4-[4-(4-methylphenyl)-1-piperazinyl]-2-butanol monohydrochloride sesquihydrate), Cl (hydrogen chloride). Reactants: COC(C1=CN=C(C=C1)C=O)=O (6-formyl-nicotinic acid methyl ester), N1CCCCC1 (piperidine), [BH-](OC(=O)C)(OC(=O)C)OC(=O)C.[Na+] (NaB(OAc)3H). Solvent: C(Cl)Cl (DCM), [OH-].[Na+] (NaOH). Conditions: time 18 hour. Product: N (NH3), COC(C1=CN=C(C=C1)CN1CCCCC1)=O (6-Piperidin-1-ylmethyl-nicotinic acid methyl ester). Isolated yield 148.2%. RXN SMILES: [CH3:1][O:2][C:3](=[O:12])[C:4]1[CH:9]=[CH:8][C:7]([CH:10]=O)=[N:6][CH:5]=1.[NH:13]1[CH2:18][CH2:17][CH2:16][CH2:15][CH2:14]1.[BH-](OC(C)=O)(OC(C)=O)OC(C)=O.[Na+]>C(Cl)Cl.[OH-].[Na+]>[NH3:6].[CH3:1][O:2][C:3](=[O:12])[C:4]1[CH:9]=[CH:8][C:7]([CH2:10][N:13]2[CH2:18][CH2:17][CH2:16][CH2:15][CH2:14]2)=[N:6][CH:5]=1 |f:2.3,5.6|. Procedure details: To a solution of 6-formyl-nicotinic acid methyl ester (0.200 g, 1.21 mmol) and piperidine (0.14 mL, 1.33 mmol) in DCM (15 mL) was added NaB(OAc)3H (0.380 g, 1.80 mmol). After 18 h, the reaction was diluted with 1 N NaOH (10 mL) and extracted with DCM (2×50 mL). The organic layers were combined, dried (Na2SO4), and concentrated. Chromatography of the residue (SiO2; 1-3% 2 M NH3 in MeOH/DCM) gave the title compound as an oil (0.210 g, 74%). Solvent: C1CCOC1 (THF), O (water). Procedure details: To a solution of (S)-2-{[3-Bromo-5-(3-hydroxy-benzylcarbamoyl)-thiophene-2-carbonyl]-amino}-3-[(thiophene-2-carbonyl)-amino]-propionic acid methyl ester (24.2 mg, 0.043 mmol) in THF (3 mL) was added a solution of lithium hydroxide monohydrate (120 mg, 2.87 mmol) in water (4 mL). The mixture was then stirred at room temperature 15 h. The mixture was then acidified with 1N HCl and extracted with EtOAc (×3). The extracts were combined, washed with water and brine, dried over sodium sulfate, filtere... Conditions: time 15 hour. The product is BrC1=C(SC(=C1)C(NCC1=CC(=CC=C1)O)=O)C(=O)N[C@H](C(=O)O)CNC(=O)C=1SC=CC1 ((S)-2-{[3-Bromo-5-(3-hydroxy-benzylcarbamoyl)-thiophene-2-carbonyl]-amino}-3-[(thiophene-2-carbonyl)-amino]-propionic acid). As a reaction SMILES: C[O:2][C:3](=[O:34])[C@@H:4]([NH:14][C:15]([C:17]1[S:18][C:19]([C:23](=[O:33])[NH:24][CH2:25][C:26]2[CH:31]=[CH:30][CH:29]=[C:28]([OH:32])[CH:27]=2)=[CH:20][C:21]=1[Br:22])=[O:16])[CH2:5][NH:6][C:7]([C:9]1[S:10][CH:11]=[CH:12][CH:13]=1)=[O:8].O.[OH-].[Li+].Cl>C1COCC1.O>[Br:22][C:21]1[CH:20]=[C:19]([C:23](=[O:33])[NH:24][CH2:25][C:26]2[CH:31]=[CH:30][CH:29]=[C:28]([OH:32])[CH:27]=2)[S:18][C:17]=1[C:15]([NH:14][C@@H:4]([CH2:5][NH:6][C:7]([C:9]1[S:10][CH:11]=[CH:12][CH:13]=1)=[O:8])[C:3]([OH:34])=[O:2])=[O:16] |f:1.2.3|. The reactants are Cl (HCl), COC([C@H](CNC(=O)C=1SC=CC1)NC(=O)C=1SC(=CC1Br)C(NCC1=CC(=CC=C1)O)=O)=O ((S)-2-{[3-Bromo-5-(3-hydroxy-benzylcarbamoyl)-thiophene-2-carbonyl]-amino}-3-[(thiophene-2-carbonyl)-amino]-propionic acid methyl ester), O.[OH-].[Li+] (lithium hydroxide monohydrate). Starting materials: COc1ccc2c(Cl)nc(Nc3cc[nH]n3)cc2c1, OB(O)c1ccc(F)cc1F. Product: COc1ccc2c(-c3ccc(F)cc3F)nc(Nc3cc[nH]n3)cc2c1. RXN SMILES: [Cl:1][c:2]1[n:3][c:4]([NH:14][c:15]2[n:16][nH:17][cH:18][cH:19]2)[cH:5][c:6]2[cH:7][c:8]([O:12][CH3:13])[cH:9][cH:10][c:11]12.[F:20][c:21]1[c:22]([B:28]([OH:29])[OH:30])[cH:23][cH:24][c:25]([F:27])[cH:26]1>>[c:2]1(-[c:22]2[c:21]([F:20])[cH:26][c:25]([F:27])[cH:24][cH:23]2)[n:3][c:4]([NH:14][c:15]2[n:16][nH:17][cH:18][cH:19]2)[cH:5][c:6]2[cH:7][c:8]([O:12][CH3:13])[cH:9][cH:10][c:11]12. RXN SMILES: [NH2:1][C:2]1[CH:7]=[CH:6][C:5]([C:8]([C:10]([C:12]2[CH:17]=[CH:16][C:15]([NH2:18])=[CH:14][CH:13]=2)=O)=O)=[CH:4][CH:3]=1.[C:19]1([NH2:26])[CH:24]=[CH:23][CH:22]=[CH:21][C:20]=1[NH2:25]>C(O)(=O)C>[NH2:1][C:2]1[CH:7]=[CH:6][C:5]([C:8]2[C:10]([C:12]3[CH:17]=[CH:16][C:15]([NH2:18])=[CH:14][CH:13]=3)=[N:26][C:19]3[C:20](=[CH:21][CH:22]=[CH:23][CH:24]=3)[N:25]=2)=[CH:4][CH:3]=1. Conditions: temperature 50 celsius, time 16 hour. Solvent: C(C)(=O)O (acetic acid). Procedure details: A mixture of 1.0 g (4.17 mmole) of 4,4′-diaminobenzil and 0.45 g of o-phenylenediamine in 250 ml glacial acetic acid was heated at 50° C. for 15 mins., then stirred for 16 hours at room temperature. The mixture was then heated to 80° C. and allowed to cool slowly. The solvent was removed under vacuum and the residue was redissolved in ethanol and that was removed under vacuum. The reactants are NC1=CC=C(C=C1)C(=O)C(=O)C1=CC=C(C=C1)N (4,4′-diaminobenzil), C1(=C(C=CC=C1)N)N (o-phenylenediamine). The product is NC1=CC=C(C=C1)C1=NC2=CC=CC=C2N=C1C1=CC=C(C=C1)N (2,3-bis(4-aminophenyl)-quinoxaline).